From a dataset of the Open Reaction Database (ORD), a public repository of structured organic reaction records. describe an organic reaction: reactants, conditions, products, and yield RXN SMILES: [C:1](#[N:2])[CH:3]1[N:4]([C:8](=[O:9])[CH:10]2[N:11]([C:18](=[O:19])[O:20][C:21]([CH3:22])([CH3:23])[CH3:24])[CH:12]3[CH:13]([OH:17])[CH2:14][CH:15]2[CH2:16]3)[CH2:5][CH2:6][CH2:7]1.[Cl:30][CH2:31][Cl:32].[Na+:25].[OH:26][C:27](=[O:28])[O-:29]>>[C:1](#[N:2])[CH:3]1[N:4]([C:8](=[O:9])[CH:10]2[N:11]([C:18](=[O:19])[O:20][C:21]([CH3:22])([CH3:23])[CH3:24])[CH:12]3[C:13](=[O:17])[CH2:14][CH:15]2[CH2:16]3)[CH2:5][CH2:6][CH2:7]1. The product is CC(C)(C)OC(=O)N1C2CC(CC2=O)C1C(=O)N1CCCC1C#N. Reactants: CC(C)(C)OC(=O)N1C2CC(CC2O)C1C(=O)N1CCCC1C#N, ClCCl, [Na+], O=C([O-])O. The reactants are CC1(C=2C=CC(=CC2C(=CC1)C=1C=CC(=NC1)C)C#CC1=CC=C(C(=O)OCC)C=C1)C (ethyl 4-[(5,6-dihydro-5,5-dimethyl-8-(2-methyl-5-pyridyl)-2-naphthalenyl)ethynyl]benzoate), CC1(C=2C=CC(=CC2C(=CC1)C=1C=CC(=NC1)C)C#CC1=CC=C(C(=O)OCC)C=C1)C (ethyl 4-[(5,6-dihydro-5,5-dimethyl-8-(2-methyl-5-pyridyl)-2-naphthalenyl)ethynyl]benzoate), LiOH-. Run in C1CCOC1.O (THF water). The product is CC1(C=2C=CC(=CC2C(=CC1)C=1C=CC(=NC1)C)C#CC1=CC=C(C(=O)O)C=C1)C (4-[(5,6-Dihydro-5,5-dimethyl-8-(2-methyl-5-pyridyl)-2-naphthalenyl)ethynyl]benzoic acid). As a reaction SMILES: [CH3:1][C:2]1([CH3:32])[CH2:11][CH:10]=[C:9]([C:12]2[CH:13]=[CH:14][C:15]([CH3:18])=[N:16][CH:17]=2)[C:8]2[CH:7]=[C:6]([C:19]#[C:20][C:21]3[CH:31]=[CH:30][C:24]([C:25]([O:27]CC)=[O:26])=[CH:23][CH:22]=3)[CH:5]=[CH:4][C:3]1=2>C1COCC1.O>[CH3:1][C:2]1([CH3:32])[CH2:11][CH:10]=[C:9]([C:12]2[CH:13]=[CH:14][C:15]([CH3:18])=[N:16][CH:17]=2)[C:8]2[CH:7]=[C:6]([C:19]#[C:20][C:21]3[CH:22]=[CH:23][C:24]([C:25]([OH:27])=[O:26])=[CH:30][CH:31]=3)[CH:5]=[CH:4][C:3]1=2 |f:1.2|. Procedure details: A solution of 81.7 mg (0.194 mmol) of ethyl 4-[(5,6-dihydro-5,5-dimethyl-8-(2-methyl-5-pyridyl)-2-naphthalenyl)ethynyl]benzoate (Compound 12) and 40.7 mg (0.969 mmol) of LiOH--H2O in 3 ml of THF/water (3:1, v/v), was stirred overnight at room temperature. The reaction was quenched by the addition of saturated aqueous NH4Cl and extracted with EtOAc. The combined organic layers were washed with water and brine, dried over Na2SO4 and concentrated in vacuo to give the title compound as a colorless s...